Dataset: the Open Reaction Database (ORD), a public repository of structured organic reaction records. Task: describe an organic reaction: reactants, conditions, products, and yield Starting materials: CN1CCCC1=O (NMP), CC1=C(C=CC=C1)P(C2=C(C=CC=C2)C)C3=C(C=CC=C3)C (P(o-tol)3), COC(CN1CCN(CC1)C(COCC1=CC(=CC(=C1)C(F)(F)F)C(F)(F)F)C1=CC=C(C=C1)Br)=O ({4-[2-(3,5-Bis-trifluoromethyl-benzyloxy)-1-(4-bromo-phenyl)-ethyl]-piperazin-1-yl}-acetic acid methyl ester), COC(CN1CCN(CC1)C(COCC1=CC(=CC(=C1)C(F)(F)F)C(F)(F)F)C1=CC=C(C=C1)Br)=O ({4-[2-(3,5-Bis-trifluoromethyl-benzyloxy)-1-(4-bromo-phenyl)-ethyl]-piperazin-1-yl}-acetic acid methyl ester). Reagents/catalysts: CC(=O)[O-].CC(=O)[O-].[Pd+2] (Pd(OAc)2), [C-]#N.[C-]#N.[Zn+2] (Zn(CN)2). Reaction conditions: temperature 50 celsius. Yields the product COC(CN1CCN(CC1)C(COCC1=CC(=CC(=C1)C(F)(F)F)C(F)(F)F)C1=CC=C(C=C1)C#N)=O ({4-[2-(3,5-Bis-trifluoromethyl-benzyloxy)-1-(4-cyano-phenyl)-ethyl]-piperazin-1-yl}-acetic acid methyl ester). Isolated yield 34.0%. Reaction SMILES: CC1C=CC=CC=1P(C1C=CC=CC=1C)C1C=CC=CC=1C.[CH3:23][O:24][C:25](=[O:58])[CH2:26][N:27]1[CH2:32][CH2:31][N:30]([CH:33]([C:51]2[CH:56]=[CH:55][C:54](Br)=[CH:53][CH:52]=2)[CH2:34][O:35][CH2:36][C:37]2[CH:42]=[C:41]([C:43]([F:46])([F:45])[F:44])[CH:40]=[C:39]([C:47]([F:50])([F:49])[F:48])[CH:38]=2)[CH2:29][CH2:28]1.[CH3:59][N:60]1C(=O)CCC1>CC([O-])=O.CC([O-])=O.[Pd+2].[C-]#N.[C-]#N.[Zn+2]>[CH3:23][O:24][C:25](=[O:58])[CH2:26][N:27]1[CH2:32][CH2:31][N:30]([CH:33]([C:51]2[CH:56]=[CH:55][C:54]([C:59]#[N:60])=[CH:53][CH:52]=2)[CH2:34][O:35][CH2:36][C:37]2[CH:42]=[C:41]([C:43]([F:46])([F:45])[F:44])[CH:40]=[C:39]([C:47]([F:50])([F:49])[F:48])[CH:38]=2)[CH2:29][CH2:28]1 |f:3.4.5,6.7.8|. Procedure: A round-bottomed flask charged with Pd(OAc)2 (36 mg, 4% moles) and P(o-tol)3 (192 mg, 20% mol) was evacuated and then vented to nitrogen. N-methylpyrrolydone (NMP) (4 ml) was added and the mixture was heated at 50° C. for 30 min. Diethylzinc in hexane (0.29 ml) was added and the mixture was maintained at 50° C. for an additional 30 min. The mixture was cannulated into a flask containing a solution of {4-[2-(3,5-Bis-trifluoromethyl-benzyloxy)-1-(4-bromo-phenyl)-ethyl]-piperazin-1-yl}-acetic acid ... The reactants are [N+](=O)(O)[O-] (HNO3), COC1=CC(=C(C=C1)N)[N+](=O)[O-] (4-methoxy-2-nitro-phenylamine). Run at time 8 hour. Product: COC1=CC(=C(C(=C1)[N+](=O)[O-])N)[N+](=O)[O-] (4-methoxy-2,6-dinitro-phenylamine). The yield is 53.0%. RXN SMILES: [N+:1]([O-:4])([OH:3])=O.[CH3:5][O:6][C:7]1[CH:12]=[CH:11][C:10]([NH2:13])=[C:9]([N+:14]([O-:16])=[O:15])[CH:8]=1>>[CH3:5][O:6][C:7]1[CH:12]=[C:11]([N+:1]([O-:4])=[O:3])[C:10]([NH2:13])=[C:9]([N+:14]([O-:16])=[O:15])[CH:8]=1. Procedure: To a stirred solution of HNO3 (65 mL) was added 4-methoxy-2-nitro-phenylamine (15 g, 89.3 mmol). The reaction mixture was stirred at room temperature overnight. The dark red precipitate was filtered and washed with H2O (400 mL) affording 10.01 g (53%) of the title compound. The reactants are C(C1=CC=CC=C1)OC1=CC=C(C=C1)C=1C=2C=CC(=CC2C(CC1)(C)C)C(C#C)O (1-[5-(4-benzyloxyphenyl)-8,8-dimethyl-7,8-dihydro-2-naphthyl]prop-2-yn-1-ol), IC1=CC=C(C(=O)O)C=C1 (4-iodobenzoic acid). Reagents/catalysts: [Cu](I)I (copper iodide), Cl[Pd]([P](C1=CC=CC=C1)(C2=CC=CC=C2)C3=CC=CC=C3)([P](C4=CC=CC=C4)(C5=CC=CC=C5)C6=CC=CC=C6)Cl (trans-dichlorobis(triphenylphosphine)palladium). Product: C(C1=CC=CC=C1)OC1=CC=C(C=C1)C=1C=2C=CC(=CC2C(CC1)(C)C)C(C#CC1=CC=C(C(=O)O)C=C1)O (4-{3-[5-(4-Benzyloxyphenyl)-8,8-dimethyl-7,8-dihydro-2-naphthyl]-3-hydroxyprop-1-ynyl}benzoic acid). Reaction SMILES: [CH2:1]([O:8][C:9]1[CH:14]=[CH:13][C:12]([C:15]2[C:16]3[CH:17]=[CH:18][C:19]([CH:27]([OH:30])[C:28]#[CH:29])=[CH:20][C:21]=3[C:22]([CH3:26])([CH3:25])[CH2:23][CH:24]=2)=[CH:11][CH:10]=1)[C:2]1[CH:7]=[CH:6][CH:5]=[CH:4][CH:3]=1.I[C:32]1[CH:40]=[CH:39][C:35]([C:36]([OH:38])=[O:37])=[CH:34][CH:33]=1>Cl[Pd](Cl)([P](C1C=CC=CC=1)(C1C=CC=CC=1)C1C=CC=CC=1)[P](C1C=CC=CC=1)(C1C=CC=CC=1)C1C=CC=CC=1.[Cu](I)I>[CH2:1]([O:8][C:9]1[CH:10]=[CH:11][C:12]([C:15]2[C:16]3[CH:17]=[CH:18][C:19]([CH:27]([OH:30])[C:28]#[C:29][C:32]4[CH:40]=[CH:39][C:35]([C:36]([OH:38])=[O:37])=[CH:34][CH:33]=4)=[CH:20][C:21]=3[C:22]([CH3:26])([CH3:25])[CH2:23][CH:24]=2)=[CH:13][CH:14]=1)[C:2]1[CH:3]=[CH:4][CH:5]=[CH:6][CH:7]=1 |^1:43,62|. Procedure: In a manner similar to that of Example 16b, by reacting 0.28 g (0.71 mmol) of 1-[5-(4-benzyloxyphenyl)-8,8-dimethyl-7,8-dihydro-2-naphthyl]prop-2-yn-1-ol with 0.146 g (0.6 mmol) of 4-iodobenzoic acid, 0.010 g (0.015 mmol) of trans-dichlorobis(triphenylphosphine)palladium and 0.006 g (0.003 mmol) of copper iodide, a yellow solid is obtained (0.03 g; yield=10%; m.p.=171° C.). Starting materials: N1C(C=CC=2C(CCCC12)=O)=O (7,8-dihydro-2,5(1H,6H)-quinolinedione), C([O-])([O-])=O.[K+].[K+] (potassium carbonate), CI (methyl iodide). The solvent is CN(C=O)C (dimethylformamide). Product: CN1C(C=CC=2C(CCCC12)=O)=O (1-Methyl-7,8-dihydro-2,5(1H,6H)-quinolinedione). As a reaction SMILES: [NH:1]1[C:10]2[CH2:9][CH2:8][CH2:7][C:6](=[O:11])[C:5]=2[CH:4]=[CH:3][C:2]1=[O:12].[C:13](=O)([O-])[O-].[K+].[K+].CI>CN(C)C=O>[CH3:13][N:1]1[C:10]2[CH2:9][CH2:8][CH2:7][C:6](=[O:11])[C:5]=2[CH:4]=[CH:3][C:2]1=[O:12] |f:1.2.3|. Procedure: 3.36 g (0.0206 mol) of 7,8-dihydro-2,5(1H,6H)-quinolinedione are stirred with 5.69 g (2×0.0206 mol) of powdered anhydrous potassium carbonate and 1.92 ml (1.5×0.0206 mol) of methyl iodide in 35 ml of dimethylformamide for 16 hours at ambient temperature. The mixture is then suction filtered, the solvent is evaporated off in vacuo and the residue is recrystallised from chloroform/ethyl acetate. Melting point: 203°-205° C., Yield: 3.1 g (84.9% of theory). Reactants: CNC1=CC=CC=C1 (N-methylaniline), CS(=O)(=O)O[C@H](C(=O)OC)C1=CC=CC=C1 ((S)-methyl 2-(methylsulfonyloxy)-2-phenylacetate), Cl (HCl). Solvent: C(C)#N (acetonitrile). Reaction conditions: temperature 120 celsius. Yields the product COC([C@@H](C1=CC=CC=C1)N(C1=CC=CC=C1)C)=O ((R)-(methyl-phenyl-amino)-phenyl-acetic acid methyl ester). The yield is 26.6%. Reaction SMILES: [CH3:1][NH:2][C:3]1[CH:8]=[CH:7][CH:6]=[CH:5][CH:4]=1.CS(O[C@@H:14]([C:19]1[CH:24]=[CH:23][CH:22]=[CH:21][CH:20]=1)[C:15]([O:17][CH3:18])=[O:16])(=O)=O.Cl>C(#N)C>[CH3:18][O:17][C:15](=[O:16])[C@H:14]([N:2]([CH3:1])[C:3]1[CH:8]=[CH:7][CH:6]=[CH:5][CH:4]=1)[C:19]1[CH:24]=[CH:23][CH:22]=[CH:21][CH:20]=1. Procedure: N-methylaniline (299 ul, 2.76 mmol) is added to a solution of (S)-methyl 2-(methylsulfonyloxy)-2-phenylacetate (I5) (450 mg, 1.84 mmol) in acetonitrile (10 mL). The reaction is heated at 120° C. for 15 minutes (microwave irradiation). 2N HCl (5 mL) is added and the mixture is extracted with EtOAc. The organic phase is dried over sodium sulphate and the solvent is evaporated to dryness. The crude is purified by flash chromatography on silica gel (Petroleum ether/Et2O=9/1) to obtain intermediate I...